This data is from the Open Reaction Database (ORD), a public repository of structured organic reaction records. The task is: describe an organic reaction: reactants, conditions, products, and yield The reactants are C(CCCCC)NCC(=O)N (2-(n-hexylamino)acetamide), CI (methyl iodide). Solvent: CO (methanol). The product is C(CCCCC)N(C)CC(=O)N (2-(N-n-hexyl-N-methylamino)acetamide). Reaction SMILES: [CH2:1]([NH:7][CH2:8][C:9]([NH2:11])=[O:10])[CH2:2][CH2:3][CH2:4][CH2:5][CH3:6].[CH3:12]I>CO>[CH2:1]([N:7]([CH2:8][C:9]([NH2:11])=[O:10])[CH3:12])[CH2:2][CH2:3][CH2:4][CH2:5][CH3:6]. Procedure details: In a flask of 100 ml, 7.9 gr (0.05 mol) of 2-(n-hexylamino)acetamide and 7.8 gr (0.055 mol) of methyl iodide were mixed in 50 ml of methanol. This solution was left for 1 month at room temperature, then evaporated. The residue was dissolved in a 1N NaOH solution until basic pH and extracted with ether. The ether phase was dried on MgSO4 and evaporated. The solid as obtained was chromatographed on a column of SiO2 by eluting with a benzene-methanol mixture (7:3). The desired product was thus obta... Reactants: Cl[Si](C=C[Si](C)(C)Cl)(C)C (1,2-bis(chlorodimethylsilyl)ethene), ClC(Cl)[SiH2]C=C(CC)[SiH2]C(Cl)Cl (1,2-bis(dichloromethylsilyl)but-1-ene). Yields the product Cl[Si](CC(CC)[Si](C)(C)Cl)(C)C (1,2-bis(chlorodimethylsilyl)-butane). Reaction SMILES: [Cl:1][Si:2]([CH3:10])([CH3:9])[CH:3]=[CH:4][Si:5]([Cl:8])([CH3:7])[CH3:6].ClC([SiH2][CH:15]=[C:16]([SiH2]C(Cl)Cl)CC)Cl>>[Cl:1][Si:2]([CH3:10])([CH3:9])[CH2:3][CH:4]([Si:5]([Cl:8])([CH3:7])[CH3:6])[CH2:15][CH3:16]. Procedure details: Example 1 was repeated with the modification that, instead of 300.0 g (1.41 mol) of 1,2-bis(chlorodimethylsilyl)ethene, 300.0 g (1.24 mol) of 1,2-bis(dichloromethylsilyl)but-1-ene were used. The results are summarized in Table 1.